This data is from the Open Reaction Database (ORD), a public repository of structured organic reaction records. The task is: describe an organic reaction: reactants, conditions, products, and yield Starting materials: [OH-].[K+] (potassium hydroxide), ester, C1(CC1)C1=C(C(=NO1)C1=C(C=CC=C1)OC(F)(F)F)COC1CC2CCC(C1)N2C2=C(C=C(C(=O)OC)C=C2)F (methyl 4-(3-((5-cyclopropyl-3-(2-(trifluoromethoxy)phenyl)isoxazol-4-yl)methoxy)-8-azabicyclo[3.2.1]octan-8-yl)-3-fluorobenzoate), CO (methanol), Cl (HCl). The solvent is C(C)(=O)OCC (ethyl acetate), O1CCCC1 (tetrahydrofuran). Reaction conditions: temperature 70 celsius. The product is C1(CC1)C1=C(C(=NO1)C1=C(C=CC=C1)OC(F)(F)F)COC1CC2CCC(C1)N2C2=C(C=C(C(=O)O)C=C2)F (4-(3-((5-cyclopropyl-3-(2-(trifluoromethoxy)phenyl)isoxazol-4-yl)methoxy)-8-azabicyclo[3.2.1]octan-8-yl)-3-fluorobenzoic acid). Reaction SMILES: [CH:1]1([C:4]2[O:8][N:7]=[C:6]([C:9]3[CH:14]=[CH:13][CH:12]=[CH:11][C:10]=3[O:15][C:16]([F:19])([F:18])[F:17])[C:5]=2[CH2:20][O:21][CH:22]2[CH2:28][CH:27]3[N:29]([C:30]4[CH:39]=[CH:38][C:33]([C:34]([O:36]C)=[O:35])=[CH:32][C:31]=4[F:40])[CH:24]([CH2:25][CH2:26]3)[CH2:23]2)[CH2:3][CH2:2]1.CO.[OH-].[K+].Cl>O1CCCC1.C(OCC)(=O)C>[CH:1]1([C:4]2[O:8][N:7]=[C:6]([C:9]3[CH:14]=[CH:13][CH:12]=[CH:11][C:10]=3[O:15][C:16]([F:18])([F:17])[F:19])[C:5]=2[CH2:20][O:21][CH:22]2[CH2:23][CH:24]3[N:29]([C:30]4[CH:39]=[CH:38][C:33]([C:34]([OH:36])=[O:35])=[CH:32][C:31]=4[F:40])[CH:27]([CH2:26][CH2:25]3)[CH2:28]2)[CH2:3][CH2:2]1 |f:2.3|. Procedure details: The ester above, methyl 4-(3-((5-cyclopropyl-3-(2-(trifluoromethoxy)phenyl)isoxazol-4-yl)methoxy)-8-azabicyclo[3.2.1]octan-8-yl)-3-fluorobenzoate (24 mg, 0.043 mmoles) was dissolved in tetrahydrofuran (0.5 mL) and methanol (0.5 mL) and subjected to an aqueous solution of potassium hydroxide (6 N aqueous solution, 0.5 mL, 3.0 mmoles). The mixture was heated to 70° C. for 2 hours and then cooled to RT. The pH of the solution was adjusted to 6 using aqueous HCl (0.5 mL of 6N). The mixture was dilut...